This data is from the Open Reaction Database (ORD), a public repository of structured organic reaction records. The task is: describe an organic reaction: reactants, conditions, products, and yield Starting materials: C(C)(=O)N1C(CC2=CC(=CC=C12)C(C)=O)=O (1,5-diacetyl-2-indolinone), COC=1C=C(C(=O)O)C=C(C1)OC (3,5-dimethoxybenzoic acid). The product is C(C)(=O)N1C(C(C2=CC(=CC=C12)C(C)=O)=C(O)C1=CC(=CC(=C1)OC)OC)=O (1,5-diacetyl-3-[(3,5-dimethoxyphenyl )-hydroxy-methylidene]-2-indolinone). Reaction SMILES: [C:1]([N:4]1[C:12]2[C:7](=[CH:8][C:9]([C:13](=[O:15])[CH3:14])=[CH:10][CH:11]=2)[CH2:6][C:5]1=[O:16])(=[O:3])[CH3:2].[CH3:17][O:18][C:19]1[CH:20]=[C:21]([CH:25]=[C:26]([O:28][CH3:29])[CH:27]=1)[C:22](O)=[O:23]>>[C:1]([N:4]1[C:12]2[C:7](=[CH:8][C:9]([C:13](=[O:15])[CH3:14])=[CH:10][CH:11]=2)[C:6](=[C:22]([C:21]2[CH:25]=[C:26]([O:28][CH3:29])[CH:27]=[C:19]([O:18][CH3:17])[CH:20]=2)[OH:23])[C:5]1=[O:16])(=[O:3])[CH3:2]. Procedure: Prepared from 1,5-diacetyl-2-indolinone and 3,5-dimethoxybenzoic acid The reactants are N1CC(CC2=CC=CC=C12)NC(OC(C)(C)C)=O (tert-butyl 1,2,3,4-tetrahydroquinolin-3-ylcarbamate), Cl (HCl). Run in C(C)(=O)OCC (ethyl acetate), O1CCOCC1 (dioxane). Yields the product Cl.Cl.N1CC(CC2=CC=CC=C12)N (1,2,3,4-tetrahydroquinolin-3-amine bis HCl salt). Reaction SMILES: [NH:1]1[C:10]2[C:5](=[CH:6][CH:7]=[CH:8][CH:9]=2)[CH2:4][CH:3]([NH:11]C(=O)OC(C)(C)C)[CH2:2]1.[ClH:19]>C(OCC)(=O)C.O1CCOCC1>[ClH:19].[ClH:19].[NH:1]1[C:10]2[C:5](=[CH:6][CH:7]=[CH:8][CH:9]=2)[CH2:4][CH:3]([NH2:11])[CH2:2]1 |f:4.5.6|. Procedure details: To a stirred room temperature solution of tert-butyl 1,2,3,4-tetrahydroquinolin-3-ylcarbamate (1.0 g) in ethyl acetate (20 mL) was added 4 M HCl in dioxane (10 mL). After 6 hours the mixture was evaporated to dryness to obtain 1,2,3,4-tetrahydroquinolin-3-amine bis HCl salt as a cream colored solid (925 mg). The reactants are Cl (HCl), O (water), C1(=CC=CC=C1)S(=O)(=O)NC1=C(C(=O)NC2=CC=C(C(=O)OC)C=C2)C=C(C=C1)Cl (methyl 4-(2-phenylsulfonylamino-5-chlorobenzoyl-amino)benzoate). The solvent is C1CCOC1.CO (THF MeOH), [OH-].[Na+] (NaOH). Run at time 8 hour. Product: C1(=CC=CC=C1)S(=O)(=O)NC1=C(C(=O)NC2=CC=C(C(=O)O)C=C2)C=C(C=C1)Cl (4-(2-phenylsulfonylamino-5-chlorobenzoylamino)benzoic acid). The yield is 67.7%. As a reaction SMILES: [C:1]1([S:7]([NH:10][C:11]2[CH:29]=[CH:28][C:27]([Cl:30])=[CH:26][C:12]=2[C:13]([NH:15][C:16]2[CH:25]=[CH:24][C:19]([C:20]([O:22]C)=[O:21])=[CH:18][CH:17]=2)=[O:14])(=[O:9])=[O:8])[CH:6]=[CH:5][CH:4]=[CH:3][CH:2]=1.Cl.O>C1COCC1.CO.[OH-].[Na+]>[C:1]1([S:7]([NH:10][C:11]2[CH:29]=[CH:28][C:27]([Cl:30])=[CH:26][C:12]=2[C:13]([NH:15][C:16]2[CH:25]=[CH:24][C:19]([C:20]([OH:22])=[O:21])=[CH:18][CH:17]=2)=[O:14])(=[O:9])=[O:8])[CH:2]=[CH:3][CH:4]=[CH:5][CH:6]=1 |f:3.4,5.6|. Procedure details: To a solution of methyl 4-(2-phenylsulfonylamino-5-chlorobenzoyl-amino)benzoate (122 mg; prepared in Example 1.) in THF-MeOH (4 ml+2 ml), 2N NaOH aqueous solution (0.5 ml) was added at room temperature. The mixture was stirred overnight. To the reaction mixture, 2N HCl (0.6 ml) and water were added. The mixture was extracted with ethyl acetate. The organic layer was washed, dried over and concentrated under reduced pressure. The residue was purified by recrystallization from the mixture of AcOEt...